Task: describe an organic reaction: reactants, conditions, products, and yield. Dataset: the Open Reaction Database (ORD), a public repository of structured organic reaction records Reactants: CN(C=CC(=O)C=1SC=CC1)C (3-dimethylamino-1-(2-thienyl)-2-propen-1-one), Cl.NC=1N=CNC1C(=O)N (4amino-5-imidazolecarboxamide hydrochloride), C(C)(=O)[O-].[Na+] (sodium acetate). RXN SMILES: C[N:2]([CH3:12])[CH:3]=[CH:4][C:5]([C:7]1[S:8][CH:9]=[CH:10][CH:11]=1)=O.Cl.NC1[N:16]=[CH:17][NH:18][C:19]=1[C:20]([NH2:22])=[O:21].C([O-])(=O)C.[Na+]>C(O)(=O)C>[S:8]1[CH:9]=[CH:10][CH:11]=[C:7]1[C:5]1[N:16]2[CH:17]=[N:18][C:19]([C:20]([NH2:22])=[O:21])=[C:12]2[N:2]=[CH:3][CH:4]=1 |f:1.2,3.4|. Solvent: C(C)(=O)O (acetic acid). The product is S1C(=CC=C1)C1=CC=NC=2N1C=NC2C(=O)N (4-(2-thienyl)imidazo[1,5-a]pyrimidine-8-carboxamide). Reported procedure: A mixture of 0.01 mol of 3-dimethylamino-1-(2-thienyl)-2-propen-1-one (prepared as described in Example 1, Part A), 0.01 mol of 4amino-5-imidazolecarboxamide hydrochloride and 0.01 mol of anhydrous sodium acetate in 25 ml. of glacial acetic acid can be refluxed for 16 hours. The reaction mixture can be cooled and the crystalline precipitate collected by filtration and washed with water to produce 4-(2-thienyl)imidazo[1,5-a]pyrimidine-8-carboxamide. Starting materials: C(C)(C)(C)OC(=O)N1C=C(C=2C(=CC=CC12)C(=O)OCC1=CC=CC=C1)C=O (benzyl 1-tert-butoxycarbonyl-3-formylindole-4-carboxylate), [BH4-].[Na+] (sodium borohydride), Cl (hydrochloric acid). The solvent is O (water), CO (methanol). Conditions: time 5 minute. The product is C(C)(C)(C)OC(=O)N1C=C(C=2C(=CC=CC12)C(=O)OCC1=CC=CC=C1)CO (benzyl 1-tert-butoxycarbonyl-3-hydroxymethylindole-4-carboxylate). The yield is 100.0%. As a reaction SMILES: [C:1]([O:5][C:6]([N:8]1[C:16]2[CH:15]=[CH:14][CH:13]=[C:12]([C:17]([O:19][CH2:20][C:21]3[CH:26]=[CH:25][CH:24]=[CH:23][CH:22]=3)=[O:18])[C:11]=2[C:10]([CH:27]=[O:28])=[CH:9]1)=[O:7])([CH3:4])([CH3:3])[CH3:2].[BH4-].[Na+].Cl>CO.O>[C:1]([O:5][C:6]([N:8]1[C:16]2[CH:15]=[CH:14][CH:13]=[C:12]([C:17]([O:19][CH2:20][C:21]3[CH:26]=[CH:25][CH:24]=[CH:23][CH:22]=3)=[O:18])[C:11]=2[C:10]([CH2:27][OH:28])=[CH:9]1)=[O:7])([CH3:4])([CH3:2])[CH3:3] |f:1.2|. Procedure details: To a solution of benzyl 1-tert-butoxycarbonyl-3-formylindole-4-carboxylate (363 mg) in methanol (15 ml) was added sodium borohydride (109 mg) at 0° C. and the mixture was stirred for 5 minutes. The resulting mixture was diluted with water and the solution was neutralized with 1N hydrochloric acid. The solution was extracted with ethyl acetate, and then the organic solution was washed successively with saturated sodium bicarbonate aqueous solution and brine, dried over magnesium sulfate and conce... The reactants are N1CCOCC1 (morpholine), C(C)C(C(=O)Cl)(C1=CC=CC=C1)C#N (2-ethyl-2-phenyl-cyanoacetyl chloride). Run in C(C)OCC (diethyl ether), C(C)OCC (diethyl ether). Yields the product C(#N)C(C(=O)N1CCOCC1)(C1=CC=CC=C1)CC (2-cyano-2-ethyl-2-phenylacetic acid morpholide). Yield: 88.3%. Reaction SMILES: [NH:1]1[CH2:6][CH2:5][O:4][CH2:3][CH2:2]1.[CH2:7]([C:9]([C:19]#[N:20])([C:13]1[CH:18]=[CH:17][CH:16]=[CH:15][CH:14]=1)[C:10](Cl)=[O:11])[CH3:8]>C(OCC)C>[C:19]([C:9]([CH2:7][CH3:8])([C:13]1[CH:18]=[CH:17][CH:16]=[CH:15][CH:14]=1)[C:10]([N:1]1[CH2:6][CH2:5][O:4][CH2:3][CH2:2]1)=[O:11])#[N:20]. Reported procedure: 8.7 g (0.1 mole) of morpholine are dissolved in 20 ml of dry diethyl ether, and a solution of 10.5 g (0.05 mole) of 2-ethyl-2-phenyl-cyanoacetyl chloride in 20 ml of dry diethyl ether are added dropwise under cooling with ice (at a temperature below 10° C.). The reaction mixture is refluxed for 30 minutes, then cooled and washed with water. The organic phase is separated, washed in succession with 5% aqueous sodium carbonate solution, 2n aqueous hydrochloric acid and water, dried over magnesium ... Reaction SMILES: [Br-:1].[C:11]([CH3:12])([CH3:13])([CH3:14])[O:15][C:16](=[O:17])[N:18]1[C:19]([CH2:31][CH2:32][CH3:33])([CH:34]=[O:35])[CH2:20][CH:21]([O:23][Si:24]([CH3:25])([CH3:26])[C:27]([CH3:28])([CH3:29])[CH3:30])[CH2:22]1.[Cl:2][c:3]1[cH:4][c:5]([Mg+:10])[cH:6][cH:7][c:8]1[Cl:9]>>[Cl:2][c:3]1[cH:4][c:5]([CH:34]([C:19]2([CH2:31][CH2:32][CH3:33])[N:18]([C:16]([O:15][C:11]([CH3:12])([CH3:13])[CH3:14])=[O:17])[CH2:22][CH:21]([O:23][Si:24]([CH3:25])([CH3:26])[C:27]([CH3:28])([CH3:29])[CH3:30])[CH2:20]2)[OH:35])[cH:6][cH:7][c:8]1[Cl:9]. Reactants: [Br-], CCCC1(C=O)CC(O[Si](C)(C)C(C)(C)C)CN1C(=O)OC(C)(C)C, [Mg+]c1ccc(Cl)c(Cl)c1. Product: CCCC1(C(O)c2ccc(Cl)c(Cl)c2)CC(O[Si](C)(C)C(C)(C)C)CN1C(=O)OC(C)(C)C. The reactants are C(C)(C)(C)OC(=O)N1CC(C2=NC=C(C=C21)CC2=CC=C(C=C2)F)(C)C (6-(4-fluoro-benzyl)-3,3-dimethyl-2,3-dihydro-pyrrolo[3,2-b]pyridine-1-carboxylic acid tert-butyl ester), Cl (hydrochloric acid). Solvent: CO (methanol). Run at temperature 20 celsius, time 18 hour. Product: FC1=CC=C(CC=2C=C3C(=NC2)C(CN3)(C)C)C=C1 (6-(4-Fluoro-benzyl)-3,3-dimethyl-2,3-dihydro-1H-pyrrolo[3,2-b]pyridine). Isolated yield 53.8%. RXN SMILES: C(OC([N:8]1[C:16]2[C:11](=[N:12][CH:13]=[C:14]([CH2:17][C:18]3[CH:23]=[CH:22][C:21]([F:24])=[CH:20][CH:19]=3)[CH:15]=2)[C:10]([CH3:26])([CH3:25])[CH2:9]1)=O)(C)(C)C.Cl>CO>[F:24][C:21]1[CH:20]=[CH:19][C:18]([CH2:17][C:14]2[CH:15]=[C:16]3[NH:8][CH2:9][C:10]([CH3:26])([CH3:25])[C:11]3=[N:12][CH:13]=2)=[CH:23][CH:22]=1. Procedure: A solution of 6-(4-fluoro-benzyl)-3,3-dimethyl-2,3-dihydro-pyrrolo[3,2-b]pyridine-1-carboxylic acid tert-butyl ester (9.0 g, 25 mmol) in methanol (62.5 mL) was treated with 5 M hydrochloric acid (62.5 mL) and the mixture stirred at 20° C. for 18 h then heated at 50° C. for 2 h. Solvent was evaporated and the residue was partitioned between water (200 mL) and EtOAc (3×). The aqueous phase was slowly poured into saturated aqueous NaHCO3 and the resulting solid collected by filtration to afford the...